From a dataset of the Open Reaction Database (ORD), a public repository of structured organic reaction records. describe an organic reaction: reactants, conditions, products, and yield Yields the product OC1CCN(CC1)[C@H](CN1CCC(CC1)NC(=O)C=1NC2=CC=CC(=C2C1)OCC(C)C)C (4-Isobutoxy-1H-indole-2-carboxylic acid {1-[(S)-2-(4-hydroxy-piperidin-1-yl)-propyl]-piperidin-4-yl}-amide). Reported procedure: This compound is synthesized analogously to example 1 from 4-isobutoxy-1H-indole-2-carboxylic acid, 80 (see example 8) and amine 50. RXN SMILES: [CH2:1]([O:5][C:6]1[CH:14]=[CH:13][CH:12]=[C:11]2[C:7]=1[CH:8]=[C:9]([C:15]([OH:17])=O)[NH:10]2)[CH:2]([CH3:4])[CH3:3].Cl.Cl.Cl.[NH2:21][CH:22]1[CH2:27][CH2:26][N:25]([CH2:28][C@@H:29]([N:31]2[CH2:36][CH2:35][CH:34]([OH:37])[CH2:33][CH2:32]2)[CH3:30])[CH2:24][CH2:23]1>>[OH:37][CH:34]1[CH2:33][CH2:32][N:31]([C@@H:29]([CH3:30])[CH2:28][N:25]2[CH2:24][CH2:23][CH:22]([NH:21][C:15]([C:9]3[NH:10][C:11]4[C:7]([CH:8]=3)=[C:6]([O:5][CH2:1][CH:2]([CH3:3])[CH3:4])[CH:14]=[CH:13][CH:12]=4)=[O:17])[CH2:27][CH2:26]2)[CH2:36][CH2:35]1 |f:1.2.3.4|. The reactants are C(C(C)C)OC1=C2C=C(NC2=CC=C1)C(=O)O (4-isobutoxy-1H-indole-2-carboxylic acid), Cl.Cl.Cl.NC1CCN(CC1)C[C@H](C)N1CCC(CC1)O (1-[(S)-2-(4-Amino-piperidin-1-yl)-1-methyl-ethyl]-piperidin-4-ol trihydrochloride).